This data is from the Open Reaction Database (ORD), a public repository of structured organic reaction records. The task is: describe an organic reaction: reactants, conditions, products, and yield The reactants are CCN(CC)c1cccc(N(CC)CC)c1, CCN(CC)c1ccc(C(=O)c2c(Cl)c(Cl)c(Cl)c(Cl)c2C(=O)O)c(C)c1, CC(=O)OC(C)=O. Product: CCN(CC)c1ccc(C2(c3ccc(N(CC)CC)cc3N(CC)CC)OC(=O)c3c(Cl)c(Cl)c(Cl)c(Cl)c32)c(C)c1. As a reaction SMILES: [CH2:28]([CH3:29])[N:30]([c:31]1[cH:32][c:33]([N:37]([CH2:38][CH3:39])[CH2:40][CH3:41])[cH:34][cH:35][cH:36]1)[CH2:42][CH3:43].[CH3:1][c:2]1[c:3]([C:4](=[O:5])[c:6]2[c:7]([C:8](=[O:9])[OH:10])[c:11]([Cl:18])[c:12]([Cl:17])[c:13]([Cl:16])[c:14]2[Cl:15])[cH:19][cH:20][c:21]([N:23]([CH2:24][CH3:25])[CH2:26][CH3:27])[cH:22]1.[CH3:44][C:45]([O:46][C:47](=[O:48])[CH3:49])=[O:50]>>[CH3:1][c:2]1[c:3]([C:4]2([c:34]3[c:33]([N:37]([CH2:38][CH3:39])[CH2:40][CH3:41])[cH:32][c:31]([N:30]([CH2:28][CH3:29])[CH2:42][CH3:43])[cH:36][cH:35]3)[c:6]3[c:7]([c:11]([Cl:18])[c:12]([Cl:17])[c:13]([Cl:16])[c:14]3[Cl:15])[C:8](=[O:9])[O:10]2)[cH:19][cH:20][c:21]([N:23]([CH2:24][CH3:25])[CH2:26][CH3:27])[cH:22]1. Reactants: O=C([O-])[O-], COC(C)(C)C, [K+], [K+], O=[N+]([O-])c1ccc(CBr)cc1, Cc1c(O)cc(O)c(C)c1C(=O)O. The product is Cc1c(O)cc(O)c(C)c1C(=O)OCc1ccc([N+](=O)[O-])cc1. Reaction SMILES: [C:25](=[O:26])([O-:27])[O-:28].[C:31]([O:32][CH3:33])([CH3:34])([CH3:35])[CH3:36].[K+:29].[K+:30].[N+:14](=[O:15])([O-:16])[c:17]1[cH:18][cH:19][c:20]([CH2:21][Br:22])[cH:23][cH:24]1.[OH:1][c:2]1[c:3]([CH3:13])[c:4]([C:5](=[O:6])[OH:7])[c:8]([CH3:12])[c:9]([OH:11])[cH:10]1>>[OH:1][c:2]1[c:3]([CH3:13])[c:4]([C:5](=[O:6])[O:7][CH2:21][c:20]2[cH:19][cH:18][c:17]([N+:14](=[O:15])[O-:16])[cH:24][cH:23]2)[c:8]([CH3:12])[c:9]([OH:11])[cH:10]1. The reactants are OCC1=C(C=C(C=C1)C1=CC=CC=C1)C=O (4-hydroxymethyl-biphenyl-3-carbaldehyde), Cl.O(C)N (methoxylamine hydrochloride), N1=CC=CC=C1 (pyridine), Cl.O(C)N (methoxylamine hydrochloride), N1=CC=CC=C1 (pyridine). Solvent: CCO (EtOH), CCOC(=O)C (EtOAc). Conditions: time 24 hour. The product is CON=CC=1C=C(C=CC1CO)C1=CC=CC=C1 (4-hydroxymethyl-biphenyl-3-carbaldehyde O-methyl-oxime). As a reaction SMILES: [OH:1][CH2:2][C:3]1[CH:8]=[CH:7][C:6]([C:9]2[CH:14]=[CH:13][CH:12]=[CH:11][CH:10]=2)=[CH:5][C:4]=1[CH:15]=O.Cl.[O:18]([NH2:20])[CH3:19].N1C=CC=CC=1>CCO.CCOC(C)=O>[CH3:19][O:18][N:20]=[CH:15][C:4]1[CH:5]=[C:6]([C:9]2[CH:10]=[CH:11][CH:12]=[CH:13][CH:14]=2)[CH:7]=[CH:8][C:3]=1[CH2:2][OH:1] |f:1.2|. Procedure details: A solution of the aldehyde from step A (0.13 g, 0.61 mmol), methoxylamine hydrochloride (61 mg, 0.735 mmol) and pyridine (2 mL) in EtOH (10 mL) was heated at reflux for 16 h. Further portions of methoxylamine hydrochloride (61 mg, 0.735 mmol) and pyridine (2 mL) were added and heating was continued for 24 h. The solution was cooled, diluted with EtOAc, extracted with water (2×) then brine, dried and concentrated to give the title compound as an oil. This was used as such in the next step. The reactants are anilide, C1(=CC=CC=C1)SC(C(=O)O)C1=CC=CC=C1 (phenylthio-phenyl acetic acid), N (ammonia). The solvent is C1=CC=CC=C1 (benzene), petroleum ether, polyphosphoric acid. Product: C1(=CC=CC=C1)C1=C(C2=C(S1)C=CC=C2)NC2=CC=CC=C2 (2-phenyl-3-phenylamino-benzo(b)thiophene). Reaction SMILES: [C:1]1([S:7][CH:8]([C:12]2[CH:17]=[CH:16][CH:15]=[CH:14][CH:13]=2)[C:9](O)=O)[CH:6]=[CH:5][CH:4]=[CH:3][CH:2]=1.[NH3:18]>C1C=CC=CC=1>[C:12]1([C:8]2[S:7][C:1]3[CH:6]=[CH:5][CH:4]=[CH:3][C:2]=3[C:9]=2[NH:18][C:1]2[CH:6]=[CH:5][CH:4]=[CH:3][CH:2]=2)[CH:17]=[CH:16][CH:15]=[CH:14][CH:13]=1. Procedure: 3.0 g of anilide of phenylthio-phenyl acetic acid (colourless needles in a mixture of benzene and petroleum ether mp 142°-143°) in 130 g of polyphosphoric acid are heated to 100° for 19 hours. The cooled reaction mixture is poured onto water, made alkaline by concentrated ammonia and extracted with methylene chloride. By drying over sodium sulphate and evaporating the extracts of methylene chloride, 1.7 g (60.0% of theory) of yellow oil are obtained which are recrystallized in ethanol: 1.5 g (45... Reactants: O1C(=CC2=C1C=CC=C2)C(C(=O)OCC)=O (ethyl 2-(benzofuran-2-yl)-2-oxoacetate), C1(=C(C=CC=C1)N)N (o-phenylenediamine). Run in CCO (EtOH). Reaction conditions: temperature 90 celsius, time 16 hour. Yields the product O1C(=CC2=C1C=CC=C2)C=2C(=NC1=CC=CC=C1N2)O (3-(benzofuran-2-yl)quinoxalin-2-ol). Yield: 93.8%. Reaction SMILES: [O:1]1[C:5]2[CH:6]=[CH:7][CH:8]=[CH:9][C:4]=2[CH:3]=[C:2]1[C:10](=O)[C:11]([O:13]CC)=O.[C:17]1([NH2:24])[CH:22]=[CH:21][CH:20]=[CH:19][C:18]=1[NH2:23]>CCO>[O:1]1[C:5]2[CH:6]=[CH:7][CH:8]=[CH:9][C:4]=2[CH:3]=[C:2]1[C:10]1[C:11]([OH:13])=[N:23][C:18]2[C:17]([N:24]=1)=[CH:22][CH:21]=[CH:20][CH:19]=2. Procedure: To a solution of ethyl 2-(benzofuran-2-yl)-2-oxoacetate (Example 15a, 237 mg, 1.09 mmol) in EtOH (2.7 mL) was added o-phenylenediamine (117 mg, 1.09 mmol). The reaction mixture was stirred at 90° C. for 16 h (a yellow solid appeared quickly). The mixture was cooled to 0° C., filtered, and the solid rinsed with cold EtOH. The yellow solid was azeotroped with CHCl3 and benzene and dried to provide the title compound (268 mg, 94% yield).